Dataset: the Open Reaction Database (ORD), a public repository of structured organic reaction records. Task: describe an organic reaction: reactants, conditions, products, and yield Starting materials: CS(=O)(=O)C1=CC=C(C=C1)Cl (4-chlorophenyl methyl sulfone), BrC1=CC=C(C=C1)O (4-bromophenol), C(=O)([O-])[O-].[K+].[K+] (K2CO3), S1(=O)(=O)CCCC1 (sulfolane), [OH-].[Na+] (NaOH). Run in O (water). Reaction conditions: temperature 160 celsius. Product: BrC1=CC=C(C=C1)OC1=CC=C(C=C1)S(=O)(=O)C (1-Bromo-4-(4-(methylsulfonyl)phenoxy)benzene). Yield: 50.6%. As a reaction SMILES: [CH3:1][S:2]([C:5]1[CH:10]=[CH:9][C:8](Cl)=[CH:7][CH:6]=1)(=[O:4])=[O:3].[Br:12][C:13]1[CH:18]=[CH:17][C:16]([OH:19])=[CH:15][CH:14]=1.C([O-])([O-])=O.[K+].[K+].S1(CCCC1)(=O)=O.[OH-].[Na+]>O>[Br:12][C:13]1[CH:18]=[CH:17][C:16]([O:19][C:8]2[CH:9]=[CH:10][C:5]([S:2]([CH3:1])(=[O:4])=[O:3])=[CH:6][CH:7]=2)=[CH:15][CH:14]=1 |f:2.3.4,6.7|. Procedure: A mixture of 9.54 g (0.0500 mole) of 4-chlorophenyl methyl sulfone, 13.0 g (0.0750 mole) of 4-bromophenol, 10.37 g (0.0750 mole) of K2CO3 and 150 ml of sulfolane was heated at 150° C. for 5.5 hrs and at 160° C. for 3.5 hrs. The reaction mixture was cooled and poured into a solution of 200 ml of 20% aqueous NaOH and 400 ml of water. The crystalline product was collected by filtration, washed well with water and dried, which gave 8.27 g (50.6% yield) of product. Recrystallization from ethanol affo...